Task: describe an organic reaction: reactants, conditions, products, and yield. Dataset: the Open Reaction Database (ORD), a public repository of structured organic reaction records Reported procedure: To a stirred solution of Intermediate 339B (100 mg, 0.255 mmol) in THF (10 mL) was added DIPEA (0.222 mL, 1.273 mmol) followed by 2,2,2-trifluoroethyl trifluoromethanesulfonate (118 mg, 0.509 mmol) and stirred at RT for 16 h. The reaction mixture was quenched with a 10% aqueous solution of NaHCO3 and extracted with EtOAc (2×20 mL) The combined organic layer was dried over Na2SO4, filtered and the filtrate evaporated. The crude compound was purified by preparative HPLC to afford Compound 339 as a... Starting materials: N1CC(C1)NC(=O)N1CC=2N(CC1)N=C(C2C(=O)N)C2=CC(=C(C=C2)F)Cl (N5-(Azetidin-3-yl)-2-(3-chloro-4-fluorophenyl)-6,7-dihydropyrazolo[1,5-a]pyrazine-3,5(4H)-dicarboxamide), CCN(C(C)C)C(C)C (DIPEA), FC(S(=O)(=O)OCC(F)(F)F)(F)F (2,2,2-trifluoroethyl trifluoromethanesulfonate). Run in C1CCOC1 (THF). Reaction SMILES: [NH:1]1[CH2:4][CH:3]([NH:5][C:6]([N:8]2[CH2:13][CH2:12][N:11]3[N:14]=[C:15]([C:20]4[CH:25]=[CH:24][C:23]([F:26])=[C:22]([Cl:27])[CH:21]=4)[C:16]([C:17]([NH2:19])=[O:18])=[C:10]3[CH2:9]2)=[O:7])[CH2:2]1.CCN(C(C)C)C(C)C.FC(F)(F)S(O[CH2:43][C:44]([F:47])([F:46])[F:45])(=O)=O>C1COCC1>[Cl:27][C:22]1[CH:21]=[C:20]([C:15]2[C:16]([C:17]([NH2:19])=[O:18])=[C:10]3[CH2:9][N:8]([C:6]([NH:5][CH:3]4[CH2:2][N:1]([CH2:43][C:44]([F:47])([F:46])[F:45])[CH2:4]4)=[O:7])[CH2:13][CH2:12][N:11]3[N:14]=2)[CH:25]=[CH:24][C:23]=1[F:26]. Conditions: time 16 hour. The yield is 12.4%. Product: ClC=1C=C(C=CC1F)C1=NN2C(CN(CC2)C(=O)NC2CN(C2)CC(F)(F)F)=C1C(=O)N (2-(3-Chloro-4-fluorophenyl)-N5-(1-(2,2,2-trifluoroethyl)azetidin-3-yl)-6,7-dihydropyrazolo[1,5-a]pyrazine-3,5(4H)-dicarboxamide). Reactants: BrCCCCCCCCCCCCCC (1-bromotetradecane), CC1=C(C=CC=C1C)O (2,3-dimethylphenol), C(=O)([O-])[O-].[K+].[K+] (K2CO3). Solvent: CC#N (CH3CN). The product is C(CCCCCCCCCCCCC)OC1=C(C(=CC=C1)C)C (1-tetradecyloxy-2,3-dimethylbenzene). Yield: 77.7%. As a reaction SMILES: Br[CH2:2][CH2:3][CH2:4][CH2:5][CH2:6][CH2:7][CH2:8][CH2:9][CH2:10][CH2:11][CH2:12][CH2:13][CH2:14][CH3:15].[CH3:16][C:17]1[C:22]([CH3:23])=[CH:21][CH:20]=[CH:19][C:18]=1[OH:24].C([O-])([O-])=O.[K+].[K+]>CC#N>[CH2:2]([O:24][C:18]1[CH:19]=[CH:20][CH:21]=[C:22]([CH3:23])[C:17]=1[CH3:16])[CH2:3][CH2:4][CH2:5][CH2:6][CH2:7][CH2:8][CH2:9][CH2:10][CH2:11][CH2:12][CH2:13][CH2:14][CH3:15] |f:2.3.4|. Reported procedure: The product was generated via general protocol A using 1-bromotetradecane (45.0 mL, 147.9 mmol), 2,3-dimethylphenol (20.15 g, 163.3 mmol), K2CO3 (81.76 g, 591.6 mmol) and CH3CN (200 mL). Yielded 36.6 g (77.7%) of a brown liquid. 1H NMR (CDCl3, 400 MHz) δ: 7.03 (t, 3J=7.8 Hz, 1H, Ar—H), 6.76 (d, 3J=7.4 Hz, 1H, Ar—H), 6.70 (d, 3J=8.1 Hz, 1H, Ar—H), 3.93 (t, 3J=6.5, 2H, O—CH2), 2.27 (s, 3H, Ar—CH3), 2.16 (s, 3H, Ar—CH3), 1.79 (p, 3J=6.9, 2H, O—CH2—CH2), 1.48 (p, 3J=7.1, 2H, O—CH2—CH2—CH2), 1.27 (m,... The reactants are CC(=O)O, COc1cccc(C2CC(=O)N(N)C2)c1, c1ccncc1, O=C(Cc1ccnc2ccccc12)c1ccccn1. Yields the product COc1cccc(C2CC(=O)N(N=C(Cc3ccnc4ccccc34)c3ccccn3)C2)c1. RXN SMILES: [CH3:41][C:42](=[O:43])[OH:44].[NH2:26][N:27]1[C:28](=[O:40])[CH2:29][CH:30]([c:32]2[cH:33][c:34]([O:38][CH3:39])[cH:35][cH:36][cH:37]2)[CH2:31]1.[cH:20]1[cH:21][cH:22][n:23][cH:24][cH:25]1.[n:1]1[c:2]([C:7]([CH2:8][c:9]2[cH:10][cH:11][n:12][c:13]3[cH:14][cH:15][cH:16][cH:17][c:18]23)=[O:19])[cH:3][cH:4][cH:5][cH:6]1>>[n:1]1[c:2]([C:7]([CH2:8][c:9]2[cH:10][cH:11][n:12][c:13]3[cH:14][cH:15][cH:16][cH:17][c:18]23)=[N:26][N:27]2[C:28](=[O:40])[CH2:29][CH:30]([c:32]3[cH:33][c:34]([O:38][CH3:39])[cH:35][cH:36][cH:37]3)[CH2:31]2)[cH:3][cH:4][cH:5][cH:6]1. The reactants are O (Water), C(C)(C)(C)[Si](Cl)(C)C (tert-Butyldimethylchlorosilane), N1C=NC=C1 (imidazole), BrC1=CC=C(C=C1)CCCCO (4-(4-bromophenyl)butan-1-ol). Run in CN(C=O)C (N,N-dimethylformamide). Reaction conditions: time 1 hour. Yields the product BrC1=CC=C(C=C1)CCCCO[Si](C)(C)C(C)(C)C ([4-(4-Bromophenyl)butoxy](tert-butyl)dimethylsilane). The yield is 103.3%. RXN SMILES: [C:1]([Si:5]([CH3:8])([CH3:7])Cl)([CH3:4])([CH3:3])[CH3:2].N1C=CN=C1.[Br:14][C:15]1[CH:20]=[CH:19][C:18]([CH2:21][CH2:22][CH2:23][CH2:24][OH:25])=[CH:17][CH:16]=1.O>CN(C)C=O>[Br:14][C:15]1[CH:16]=[CH:17][C:18]([CH2:21][CH2:22][CH2:23][CH2:24][O:25][Si:5]([C:1]([CH3:4])([CH3:3])[CH3:2])([CH3:8])[CH3:7])=[CH:19][CH:20]=1. Reported procedure: tert-Butyldimethylchlorosilane (1.13 g) and imidazole (513 mg) were added to a solution of 4-(4-bromophenyl)butan-1-ol (1.15 g) in N,N-dimethylformamide (35 mL) under ice-cooling, and the mixture was stirred at room temperature for one hour. Water was added to the reaction solution, followed by extraction with a mixture of hexane-ethyl acetate (1:1). The organic layer was dried over sodium sulfate and filtered. The solvent was then evaporated under reduced pressure. The residue was purified by s...